This data is from the Open Reaction Database (ORD), a public repository of structured organic reaction records. The task is: describe an organic reaction: reactants, conditions, products, and yield Reactants: C(C1=CC=CC=C1)N1C[C@H](CCC1)NC=1C=C(C=2N(N1)C(=CN2)C(=O)NC2=CC=NC=C2)NC2=NC=CC=C2 ((S)-6-(1-benzylpiperidin-3-ylamino)-8-(pyridin-2-ylamino)-N-(pyridin-4-yl)imidazo[1,2-b]pyridazine-3-carboxamide). Run in CO (methanol). Reaction conditions: time 8 hour. Product: N1C[C@H](CCC1)NC=1C=C(C=2N(N1)C(=CN2)C(=O)NC2=CC=NC=C2)NC2=NC=CC=C2 ((S)-6-(piperidin-3-ylamino)-8-(pyridin-2-ylamino)-N-(pyridin-4-yl)imidazo[1,2-b]pyridazine-3-carboxamide). The yield is 20.8%. Reaction SMILES: C([N:8]1[CH2:13][CH2:12][CH2:11][C@H:10]([NH:14][C:15]2[CH:16]=[C:17]([NH:33][C:34]3[CH:39]=[CH:38][CH:37]=[CH:36][N:35]=3)[C:18]3[N:19]([C:21]([C:24]([NH:26][C:27]4[CH:32]=[CH:31][N:30]=[CH:29][CH:28]=4)=[O:25])=[CH:22][N:23]=3)[N:20]=2)[CH2:9]1)C1C=CC=CC=1>CO>[NH:8]1[CH2:13][CH2:12][CH2:11][C@H:10]([NH:14][C:15]2[CH:16]=[C:17]([NH:33][C:34]3[CH:39]=[CH:38][CH:37]=[CH:36][N:35]=3)[C:18]3[N:19]([C:21]([C:24]([NH:26][C:27]4[CH:28]=[CH:29][N:30]=[CH:31][CH:32]=4)=[O:25])=[CH:22][N:23]=3)[N:20]=2)[CH2:9]1. Reported procedure: A Parr bottle was charged with (S)-6-(1-benzylpiperidin-3-ylamino)-8-(pyridin-2-ylamino)-N-(pyridin-4-yl)imidazo[1,2-b]pyridazine-3-carboxamide 37B (0.055 g, 0.106 mmol), and dissolved in 30 mL of methanol with heating. The solution was purged with nitrogen and 200 mgs of 10% Pd/C was added. The resulting mixture was hydrogenated overnight on a Parr apparatus at 50 psi hydrogen. The mixture was filtered through celite and concentrated in vacuo. The resulting residue was dissolved in 2 mL methano... Starting materials: C1(=CC=CC=C1)C1=CC2=C(N=C(S2)CC2=NN=C(O2)CNS(=O)(=O)NC(OC(C)(C)C)=O)C=C1 (tert-Butyl N-((5-((6-phenylbenzo[d]thiazol-2-yl)methyl)-1,3,4-oxadiazol-2-yl)methyl)sulfamoylcarbamate), C(=O)(C(F)(F)F)O (TFA). Run in C(Cl)Cl (DCM). Conditions: time 0.5 hour. The product is C1(=CC=CC=C1)C1=CC2=C(N=C(S2)CC2=NN=C(O2)CNS(N)(=O)=O)C=C1 (N-{[5-(6-Phenyl-1,3-benzothiazol-2-ylmethyl)-1,3,4-oxadiazol-2-yl]methyl}sulfuric diamide). The yield is 7.4%. As a reaction SMILES: [C:1]1([C:7]2[CH:34]=[CH:33][C:10]3[N:11]=[C:12]([CH2:14][C:15]4[O:19][C:18]([CH2:20][NH:21][S:22]([NH:25]C(=O)OC(C)(C)C)(=[O:24])=[O:23])=[N:17][N:16]=4)[S:13][C:9]=3[CH:8]=2)[CH:6]=[CH:5][CH:4]=[CH:3][CH:2]=1.C(O)(C(F)(F)F)=O>C(Cl)Cl>[C:1]1([C:7]2[CH:34]=[CH:33][C:10]3[N:11]=[C:12]([CH2:14][C:15]4[O:19][C:18]([CH2:20][NH:21][S:22](=[O:23])(=[O:24])[NH2:25])=[N:17][N:16]=4)[S:13][C:9]=3[CH:8]=2)[CH:2]=[CH:3][CH:4]=[CH:5][CH:6]=1. Procedure details: To a solution of Compound 46a (1.16 g, 2.3 mmol) in DCM (10 mL) was added TFA (5 mL) and the reaction mixture stirred for 0.5 h. The reaction mixture was concentrated under reduced pressure then evaporated under reduced pressure from toluene (2×). The residue was diluted with 1.5 M K3PO4 then extracted with DCM (3×). The combined extracts were washed with brine, dried (Na2SO4), filtered and evaporated under reduced pressure. The residue was purified by silica gel chromatography eluting with 1 to... The reactants are CCOCC, O=C=NC(=O)C(Cl)(Cl)Cl, NC(=O)c1ccsc1N, c1ccncc1. Yields the product NC(=O)c1ccsc1NC(=O)NC(=O)C(Cl)(Cl)Cl. RXN SMILES: [CH3:19][CH2:20][O:21][CH2:22][CH3:23].[Cl:1][C:2]([C:3](=[O:4])[N:5]=[C:6]=[O:7])([Cl:8])[Cl:9].[NH2:10][c:11]1[s:12][cH:13][cH:14][c:15]1[C:16](=[O:17])[NH2:18].[cH:24]1[cH:25][cH:26][n:27][cH:28][cH:29]1>>[Cl:1][C:2]([C:3](=[O:4])[NH:5][C:6](=[O:7])[NH:10][c:11]1[s:12][cH:13][cH:14][c:15]1[C:16](=[O:17])[NH2:18])([Cl:8])[Cl:9]. Starting materials: ClC(=O)C1=CC=C(C(=O)OC)C=C1 (methyl 4-chlorocarbonylbenzoate), ClC(=O)C1=CC=C(C(=O)[O-])C=C1 (4-chlorocarbonylbenzoate), C(C)(C)N(C(C)C)CC (N,N-diisopropylethylamine), C(C)(C)N(C(C)C)CC (N,N-diisopropylethylamine), NC1=CC(=C(C=C1)C(C(C(F)(F)F)(O)C1=CC(=NC=C1)Cl)C)Cl (3-(4-amino-2-chloro-phenyl)-2-(2-chloro-pyridin-4-yl)-1,1,1-trifluoro-butan-2-ol), C(=O)(O)[O-].[Na+] (NaHCO3). Solvent: C(Cl)Cl (DCM), C(Cl)Cl (DCM). Conditions: time 2 hour. Product: COC(C1=CC=C(C(=O)NC2=CC(=C(C=C2)C(C(C(F)(F)F)(O)C2=CC(=NC=C2)Cl)C)Cl)C=C1)=O (N-{3-Chloro-4-[2-(2-chloro-pyridin-4-yl)-3,3,3-trifluoro-2-hydroxy-1-methyl-propyl]-phenyl}-terephthalamic acid methyl ester). Reaction SMILES: Cl[C:2]([C:4]1[CH:13]=[CH:12][C:7]([C:8]([O:10][CH3:11])=[O:9])=[CH:6][CH:5]=1)=[O:3].C(N(CC)C(C)C)(C)C.[NH2:23][C:24]1[CH:29]=[CH:28][C:27]([CH:30]([CH3:44])[C:31]([C:37]2[CH:42]=[CH:41][N:40]=[C:39]([Cl:43])[CH:38]=2)([OH:36])[C:32]([F:35])([F:34])[F:33])=[C:26]([Cl:45])[CH:25]=1.ClC(C1C=CC(C([O-])=O)=CC=1)=O.C([O-])(O)=O.[Na+]>C(Cl)Cl>[CH3:11][O:10][C:8](=[O:9])[C:7]1[CH:12]=[CH:13][C:4]([C:2]([NH:23][C:24]2[CH:29]=[CH:28][C:27]([CH:30]([CH3:44])[C:31]([C:37]3[CH:42]=[CH:41][N:40]=[C:39]([Cl:43])[CH:38]=3)([OH:36])[C:32]([F:33])([F:34])[F:35])=[C:26]([Cl:45])[CH:25]=2)=[O:3])=[CH:5][CH:6]=1 |f:4.5|. Procedure details: A solution of methyl 4-chlorocarbonylbenzoate (CAS Reg. No. 7377-26-6, 30 mg) and N,N-diisopropylethylamine (0.05 ml) in DCM (5 ml) was added to a solution of 3-(4-amino-2-chloro-phenyl)-2-(2-chloro-pyridin-4-yl)-1,1,1-trifluoro-butan-2-ol (50 mg) in DCM (1 ml). The mixture was stirred for 2 h at room temperature. Additional 4-chlorocarbonylbenzoate (CAS Reg. No. 7377-26-6, 54 mg) and N,N-diisopropylethylamine (0.1 ml) were added. The mixture was stirred for 4 h at room temperature. The mixture ... Starting materials: CC(C)(C)N1CCNCC1, Cc1cc(N2CC(S(=O)(=O)c3ccc(F)cc3Cl)CC2C(=O)NC2(C#N)CC2)n(CCc2ccccc2)n1. The product is Cc1cc(N2CC(S(=O)(=O)c3ccc(N4CCN(C(C)(C)C)CC4)cc3Cl)CC2C(=O)NC2(C#N)CC2)n(CCc2ccccc2)n1. As a reaction SMILES: [C:39]([CH3:40])([CH3:41])([CH3:42])[N:43]1[CH2:44][CH2:45][NH:46][CH2:47][CH2:48]1.[Cl:1][c:2]1[c:3]([S:9](=[O:10])(=[O:11])[CH:12]2[CH2:13][CH:14]([C:31](=[O:32])[NH:33][C:34]3([C:37]#[N:38])[CH2:35][CH2:36]3)[N:15]([c:17]3[cH:18][c:19]([CH3:30])[n:20][n:21]3[CH2:22][CH2:23][c:24]3[cH:25][cH:26][cH:27][cH:28][cH:29]3)[CH2:16]2)[cH:4][cH:5][c:6]([F:8])[cH:7]1>>[Cl:1][c:2]1[c:3]([S:9](=[O:10])(=[O:11])[CH:12]2[CH2:13][CH:14]([C:31](=[O:32])[NH:33][C:34]3([C:37]#[N:38])[CH2:35][CH2:36]3)[N:15]([c:17]3[cH:18][c:19]([CH3:30])[n:20][n:21]3[CH2:22][CH2:23][c:24]3[cH:25][cH:26][cH:27][cH:28][cH:29]3)[CH2:16]2)[cH:4][cH:5][c:6]([N:46]2[CH2:45][CH2:44][N:43]([C:39]([CH3:40])([CH3:41])[CH3:42])[CH2:48][CH2:47]2)[cH:7]1. The reactants are ClC=1C(=C2C(=NC1)N(C(=C2)C2=CCN(CC2)C(=O)OC(C)(C)C)S(=O)(=O)C2=CC=C(C)C=C2)C2=C(C=CC(=C2)F)OC (tert-butyl 4-(5-chloro-4-(5-fluoro-2-methoxyphenyl)-1-tosyl-1H-pyrrolo[2,3-b]pyridin-2-yl)-5,6-dihydropyridine-1(2H)-carboxylate), [OH-].[Na+] (sodium hydroxide). Run in O1CCOCC1 (1,4-dioxane), C(C)O (ethanol), O (water). Product: ClC=1C(=C2C(=NC1)NC(=C2)C2=CCN(CC2)C(=O)OC(C)(C)C)C2=C(C=CC(=C2)F)OC (tert-butyl 4-(5-chloro-4-(5-fluoro-2-methoxyphenyl)-1H-pyrrolo[2,3-b]pyridin-2-yl)-5,6-dihydropyridine-1(2H)-carboxylate). Reaction SMILES: [Cl:1][C:2]1[C:3]([C:34]2[CH:39]=[C:38]([F:40])[CH:37]=[CH:36][C:35]=2[O:41][CH3:42])=[C:4]2[CH:10]=[C:9]([C:11]3[CH2:16][CH2:15][N:14]([C:17]([O:19][C:20]([CH3:23])([CH3:22])[CH3:21])=[O:18])[CH2:13][CH:12]=3)[N:8](S(C3C=CC(C)=CC=3)(=O)=O)[C:5]2=[N:6][CH:7]=1.[OH-].[Na+]>O1CCOCC1.C(O)C.O>[Cl:1][C:2]1[C:3]([C:34]2[CH:39]=[C:38]([F:40])[CH:37]=[CH:36][C:35]=2[O:41][CH3:42])=[C:4]2[CH:10]=[C:9]([C:11]3[CH2:16][CH2:15][N:14]([C:17]([O:19][C:20]([CH3:23])([CH3:22])[CH3:21])=[O:18])[CH2:13][CH:12]=3)[NH:8][C:5]2=[N:6][CH:7]=1 |f:1.2|. Procedure details: A mixture of Example 229D (0.16 g, 0.261 mmol) and 3N sodium hydroxide (0.261 mL, 0.784 mmol) in 1,4-dioxane (1.743 mL), ethanol (1.743 mL) and water (0.7 mL) was heated at 75° C. for 2.5 hours. The mixture was concentrated and the residue was partitioned in ethyl acetate and water. The organic layer was dried over sodium sulfate, filtered, and concentrated. Purification by flash chromatography on silica gel (AnaLogix IntelliFlash 280) eluting with a gradient of from 0-4% methanol in dichloromet...